From a dataset of the Open Reaction Database (ORD), a public repository of structured organic reaction records. describe an organic reaction: reactants, conditions, products, and yield Starting materials: O=S(Cl)Cl (SOCl2), OCC1=CC2=C(OC(O2)C2=CC=CC=C2)C=C1 (5-hydroxymethyl-2-phenyl benzo [d]-1,3-dioxole), Li Al, C(=O)(OC)C1=CC2=C(OC(O2)C2=CC=CC=C2)C=C1 (5-carbomethoxy-2-phenyl benzo [d]-1,3-dioxole). The product is ClCC1=CC2=C(OC(O2)C2=CC=CC=C2)C=C1 (5-chloromethyl-2-phenyl benzo [d]-1,3-dioxole). RXN SMILES: O=S(Cl)[Cl:3].O[CH2:6][C:7]1[CH:21]=[CH:20][C:10]2[O:11][CH:12]([C:14]3[CH:19]=[CH:18][CH:17]=[CH:16][CH:15]=3)[O:13][C:9]=2[CH:8]=1.C(C1C=CC2OC(C3C=CC=CC=3)OC=2C=1)(OC)=O>>[Cl:3][CH2:6][C:7]1[CH:21]=[CH:20][C:10]2[O:11][CH:12]([C:14]3[CH:19]=[CH:18][CH:17]=[CH:16][CH:15]=3)[O:13][C:9]=2[CH:8]=1. Procedure details: The starting compound, 5-chloromethyl-2-phenyl benzo [d]-1,3-dioxole (nD25 = 1.597) was prepared by chlorination, with SOCl2, of 5-hydroxymethyl-2-phenyl benzo [d]-1,3-dioxole melting (K) at 75° C, itself prepared by reduction, with Li Al H4, of 5-carbomethoxy-2-phenyl benzo [d]-1,3-dioxole, B.P./0.05 mm = 155° to 157° C, nD25 = 1.583. Reactants: C1CCNCC1, CC(C)(C)O, N#Cc1c[nH]c2ncnc(Cl)c12. Product: N#Cc1c[nH]c2ncnc(N3CCCCC3)c12. As a reaction SMILES: [CH2:13]1[CH2:14][CH2:15][NH:16][CH2:17][CH2:18]1.[CH3:19][C:20]([OH:21])([CH3:22])[CH3:23].[Cl:1][c:2]1[c:3]2[c:4]([n:5][cH:6][n:7]1)[nH:8][cH:9][c:10]2[C:11]#[N:12]>>[c:2]1([N:16]2[CH2:15][CH2:14][CH2:13][CH2:18][CH2:17]2)[c:3]2[c:4]([n:5][cH:6][n:7]1)[nH:8][cH:9][c:10]2[C:11]#[N:12]. Reactants: Cc1cnc(C(=O)O)cn1, CCN(C(C)C)C(C)C, Cl, CC1CC2C3CC(F)C4=CC(=O)C=CC4(C)C34OC4CC2(C)C1(O)C(=O)O, CN(C)C=O. The product is Cc1cnc(C(=O)OC2(C(=O)O)C(C)CC3C4CC(F)C5=CC(=O)C=CC5(C)C45OC5CC32C)cn1. As a reaction SMILES: [CH3:10][c:11]1[n:12][cH:13][c:14]([C:17](=[O:18])[OH:19])[n:15][cH:16]1.[CH:1]([N:2]([CH2:3][CH3:4])[CH:5]([CH3:6])[CH3:7])([CH3:8])[CH3:9].[ClH:47].[O:20]1[C:21]23[CH:22]1[CH2:23][C:24]1([CH3:46])[C:25]([C:42](=[O:43])[OH:44])([OH:45])[CH:26]([CH3:41])[CH2:27][CH:28]1[CH:29]2[CH2:30][CH:31]([F:40])[C:32]1=[CH:33][C:34](=[O:39])[CH:35]=[CH:36][C:37]31[CH3:38].[O:48]=[CH:49][N:50]([CH3:51])[CH3:52]>>[CH3:10][c:11]1[n:12][cH:13][c:14]([C:17]([O:18][C:25]2([C:42](=[O:43])[OH:44])[C:24]3([CH3:46])[CH2:23][CH:22]4[O:20][C:21]45[CH:29]([CH:28]3[CH2:27][CH:26]2[CH3:41])[CH2:30][CH:31]([F:40])[C:32]2=[CH:33][C:34](=[O:39])[CH:35]=[CH:36][C:37]52[CH3:38])=[O:19])[n:15][cH:16]1. Starting materials: O=C1CCC2(CC1)OCCO2, C=C(Cl)Cl, Fc1ccc(N2CCNCC2)cc1. Yields the product Fc1ccc(N2CCN(C3CCC4(CC3)OCCO4)CC2)cc1. RXN SMILES: [CH2:14]1[CH2:15][O:16][C:17]2([CH2:18][CH2:19][C:20](=[O:23])[CH2:21][CH2:22]2)[O:24]1.[Cl:25][C:26]([Cl:27])=[CH2:28].[F:1][c:2]1[cH:3][cH:4][c:5]([N:8]2[CH2:9][CH2:10][NH:11][CH2:12][CH2:13]2)[cH:6][cH:7]1>>[F:1][c:2]1[cH:3][cH:4][c:5]([N:8]2[CH2:9][CH2:10][N:11]([CH:20]3[CH2:19][CH2:18][C:17]4([O:16][CH2:15][CH2:14][O:24]4)[CH2:22][CH2:21]3)[CH2:12][CH2:13]2)[cH:6][cH:7]1. The reactants are C=CCOC1OC(CN=[N+]=[N-])C(O)C(O)C1NC(C)=O, CC(=O)[O-], CC(=O)O, [Na+], Cl[Pd]Cl. Product: CC(=O)NC1C(O)OC(CN=[N+]=[N-])C(O)C1O. RXN SMILES: [C:1]([CH3:2])(=[O:3])[NH:4][CH:5]1[CH:6]([O:7][CH2:8][CH:9]=[CH2:10])[O:11][CH:12]([CH2:17][N:18]=[N+:19]=[N-:20])[CH:13]([OH:16])[CH:14]1[OH:15].[C:21]([O-:22])(=[O:23])[CH3:24].[CH3:26][C:27](=[O:28])[OH:29].[Na+:25].[Pd:30]([Cl:31])[Cl:32]>>[C:1]([CH3:2])(=[O:3])[NH:4][CH:5]1[CH:6]([OH:7])[O:11][CH:12]([CH2:17][N:18]=[N+:19]=[N-:20])[CH:13]([OH:16])[CH:14]1[OH:15]. The reactants are C([O-])([O-])=O.[K+].[K+] (potassium carbonate), S1CCC(CC1)=O (tetrahydrothiopyran-4-one), [C-]#N.[Na+] (sodium cyanide), [Cl-].[NH4+] (ammonium chloride). The solvent is CO (methanol), O (water), O (water). The product is Cl.NC1(CCSCC1)C#N (4-amino-4-cyano-tetrahydrothiopyran hydrochloride salt). Reaction SMILES: [S:1]1[CH2:6][CH2:5][C:4](=O)[CH2:3][CH2:2]1.[C-:8]#[N:9].[Na+].[Cl-:11].[NH4+:12].C(=O)([O-])[O-].[K+].[K+]>CO.O>[ClH:11].[NH2:12][C:4]1([C:8]#[N:9])[CH2:5][CH2:6][S:1][CH2:2][CH2:3]1 |f:1.2,3.4,5.6.7,10.11|. Reported procedure: A solution of tetrahydrothiopyran-4-one (4.64 g, 40.0 mmol) in methanol (10 mL) is added to a mixture of sodium cyanide (2.0 g, 40.0 mmol) and ammonium chloride (2.36 g, 44.0 mmol) in water (8 mL). The reaction mixture is heated to reflux for 14 hours. The mixture is diluted with water, basified with potassium carbonate, and extracted with diethyl ether. The organic extract is dried (MgSO4) and filtered. The solution is acidified with hydrochloric acid saturated with methylene chloride. The resu... The reactants are 2,2-dimethyl-3-(N-morpholino)propanal, C=O (formaldehyde), C(C(C)C)=O (isobutyraldehyde), C1(CCCCC1)CN (N-cyclohexylmethylamine). The product is CC(C=O)(CNCC1CCCCC1)C (2,2-Dimethyl-3-(N-cyclohexylmethylamino)propanal). As a reaction SMILES: [CH2:1]=O.[CH:3](=[O:7])[CH:4]([CH3:6])[CH3:5].[CH:8]1([CH2:14][NH2:15])[CH2:13][CH2:12][CH2:11][CH2:10][CH2:9]1>>[CH3:5][C:4]([CH3:1])([CH2:6][NH:15][CH2:14][CH:8]1[CH2:13][CH2:12][CH2:11][CH2:10][CH2:9]1)[CH:3]=[O:7]. Reported procedure: Under the same conditions as for the preparation of 2,2-dimethyl-3-(N-morpholino)propanal, 36.8 g (0.44 mol) of 36% aqueous formaldehyde were reacted with 33.4 g (0.46 mol) of isobutyraldehyde and 50.0 g (0.44 mol) of N-cyclohexylmethylamine, and worked up. The product distilled at a top temperature of 69° C. and a pressure of 4·10−2 mbar. Yield: 65.8 g (76% of theory) as a colorless, clear liquid smelling of amine, which had an amine content of 4.94 mmol N/g. Reactants: [OH-].[Li+] (lithium hydroxide), FC(C(=O)NCC1=CN(C=C1)C=1C=C(C=CC1)C=1NC2=C(N1)C=CC=C2C(=O)N)(F)F (2-(3-(3-Trifluoroacetamidomethylpyrrol-1-yl)phenyl)benzimidazole-4-carboxamide), Cl (hydrochloric acid). Run in O (water), O1CCCC1 (tetrahydrofuran). Reaction conditions: time 2 hour. Yields the product NCC1=CN(C=C1)C=1C=C(C=CC1)C=1NC2=C(N1)C=CC=C2C(=O)N (2-(3-(3-Aminomethylpyrrol-1-yl)phenyl)benzimidazole-4-carboxamide). RXN SMILES: FC(F)(F)C([NH:5][CH2:6][C:7]1[CH:11]=[CH:10][N:9]([C:12]2[CH:13]=[C:14]([C:18]3[NH:19][C:20]4[C:26]([C:27]([NH2:29])=[O:28])=[CH:25][CH:24]=[CH:23][C:21]=4[N:22]=3)[CH:15]=[CH:16][CH:17]=2)[CH:8]=1)=O.[OH-].[Li+].Cl>O1CCCC1.O>[NH2:5][CH2:6][C:7]1[CH:11]=[CH:10][N:9]([C:12]2[CH:13]=[C:14]([C:18]3[NH:19][C:20]4[C:26]([C:27]([NH2:29])=[O:28])=[CH:25][CH:24]=[CH:23][C:21]=4[N:22]=3)[CH:15]=[CH:16][CH:17]=2)[CH:8]=1 |f:1.2|. Procedure: 2.3 g (5.4 mmol) of the compound from Example 29 were dissolved in 100 ml of tetrahydrofuran and mixed with 0.26 g (10.8 mmol) of lithium hydroxide, dissolved in 50 ml of water. The entire mixture was stirred at room temperature for 2 hours. The mixture was subsequently neutralized by addition of dilute hydrochloric acid and the organic solvent was removed under reduced pressure. The precipitate, which slowly crystallized out, was filtered off with suction. This gave 0.61 g of the product. The reactants are C1(=C(C=CC=C1)N)N (1,2-Phenylenediamine), C(C1=CC=CC=C1)(=O)C=1C(N(C(N(C1CBr)C)=O)C)=O (5-Benzoyl-6-(bromomethyl)-1,3-dimethylpyrimidine-2,4(1H,3H)-dione). Solvent: CCO (EtOH), CCO (EtOH). Yields the product NC1=C(C=CC=C1)N1C=C2N(C(N(C(C2=C1C1=CC=CC=C1)=O)C)=O)C (6-(2-Aminophenyl)-1,3-dimethyl-5-phenyl-1H-pyrrolo[3,4-d]pyrimidine-2,4(3H,6H)-dione). Isolated yield 96.3%. Reaction SMILES: [C:1]1([NH2:8])[CH:6]=[CH:5][CH:4]=[CH:3][C:2]=1[NH2:7].[C:9]([C:17]1[C:18](=[O:28])[N:19]([CH3:27])[C:20](=[O:26])[N:21]([CH3:25])[C:22]=1[CH2:23]Br)(=O)[C:10]1[CH:15]=[CH:14][CH:13]=[CH:12][CH:11]=1>CCO>[NH2:7][C:2]1[CH:3]=[CH:4][CH:5]=[CH:6][C:1]=1[N:8]1[C:9]([C:10]2[CH:15]=[CH:14][CH:13]=[CH:12][CH:11]=2)=[C:17]2[C:22]([N:21]([CH3:25])[C:20](=[O:26])[N:19]([CH3:27])[C:18]2=[O:28])=[CH:23]1. Procedure details: 1,2-Phenylenediamine (1.320 g, 12.2 mmol) in absolute EtOH (25 mL) was stirred in a 50 mL round bottom flask. The mixture was warmed on an oil bath until homogenous, and then 4a (2.055 g, 6.1 mmol) was added with the aid of a powder funnel and EtOH (5 mL). The solution was stirred vigorously at refluxed for 1 h, during which a white precipitate formed. The reaction was then cooled in an ice bath, filtered, and the precipitate washed with cold ethanol to yield 5a (2.0357 g, 96.5%) as a white powd...